From a dataset of the Open Reaction Database (ORD), a public repository of structured organic reaction records. describe an organic reaction: reactants, conditions, products, and yield Reactants: C1(=CC=CC=C1)C=1CCN(CC1)CCCCN1C(NC(C2=CC=C(C=C12)OC)=O)=O (1-[4-(4-phenyl-1,2,3,6-tetrahydropyridin-1-yl)butyl]-7-methoxy-2,4(1H,3H)-quinazolinedione), Br (hydrobromic acid). Run in C(C)(=O)O (acetic acid). Yields the product Br.C1(=CC=CC=C1)C=1CCN(CC1)CCCCN1C(NC(C2=CC=C(C=C12)O)=O)=O (1-[4-(4-phenyl-1,2,3,6-tetrahydropyridin-1-yl)butyl]-7-hydroxy-2,4(1H,3H)-quinazolinedione hydrobromide). Reaction SMILES: [C:1]1([C:7]2[CH2:8][CH2:9][N:10]([CH2:13][CH2:14][CH2:15][CH2:16][N:17]3[C:26]4[C:21](=[CH:22][CH:23]=[C:24]([O:27]C)[CH:25]=4)[C:20](=[O:29])[NH:19][C:18]3=[O:30])[CH2:11][CH:12]=2)[CH:6]=[CH:5][CH:4]=[CH:3][CH:2]=1.[BrH:31]>C(O)(=O)C>[BrH:31].[C:1]1([C:7]2[CH2:12][CH2:11][N:10]([CH2:13][CH2:14][CH2:15][CH2:16][N:17]3[C:26]4[C:21](=[CH:22][CH:23]=[C:24]([OH:27])[CH:25]=4)[C:20](=[O:29])[NH:19][C:18]3=[O:30])[CH2:9][CH:8]=2)[CH:6]=[CH:5][CH:4]=[CH:3][CH:2]=1 |f:3.4|. Procedure details: A mixture of 1-[4-(4-phenyl-1,2,3,6-tetrahydropyridin-1-yl)butyl]-7-methoxy-2,4(1H,3H)-quinazolinedione (300 mg) and 47% hydrobromic acid (3.8 ml) in acetic acid (6 ml) was refluxed for 24 hours. After dilution with water, precipitates were collected. A crude crystalline material was recrystallized from ethanol to give 1-[4-(4-phenyl-1,2,3,6-tetrahydropyridin-1-yl)butyl]-7-hydroxy-2,4(1H,3H)-quinazolinedione hydrobromide (140 mg). The reactants are CCOC(=O)C1CCC(NC(=O)c2cc3cc(Cl)ccc3[nH]2)C(NC(=O)OC(C)(C)C)C1, CN1CCc2nc(C(=O)[O-])sc2C1, CCO, Cl, [Li+]. RXN SMILES: [C:1]([O:2][C:6](=[O:7])[NH:8][CH:9]1[CH:10]([NH:20][C:21](=[O:22])[c:23]2[nH:24][c:25]3[cH:26][cH:27][c:28]([Cl:32])[cH:29][c:30]3[cH:31]2)[CH2:11][CH2:12][CH:13]([C:15](=[O:16])[O:17][CH2:18][CH3:19])[CH2:14]1)([CH3:3])([CH3:4])[CH3:5].[CH3:34][N:35]1[CH2:36][c:37]2[c:38]([n:41][c:42]([C:44]([O-:45])=[O:46])[s:43]2)[CH2:39][CH2:40]1.[CH3:48][CH2:49][OH:50].[ClH:33].[Li+:47]>>[C:6](=[O:7])([NH:8][CH:9]1[CH:10]([NH:20][C:21](=[O:22])[c:23]2[nH:24][c:25]3[cH:26][cH:27][c:28]([Cl:32])[cH:29][c:30]3[cH:31]2)[CH2:11][CH2:12][CH:13]([C:15](=[O:16])[O:17][CH2:18][CH3:19])[CH2:14]1)[c:42]1[n:41][c:38]2[c:37]([s:43]1)[CH2:36][N:35]([CH3:34])[CH2:40][CH2:39]2. The product is CCOC(=O)C1CCC(NC(=O)c2cc3cc(Cl)ccc3[nH]2)C(NC(=O)c2nc3c(s2)CN(C)CC3)C1. The reactants are ClC1=NC(=C2N=CN(C2=N1)C1CCCC1)Cl (2,6-dichloro-9-cyclopentylpurine), C(C1=CC=CC=C1)N (benzylamine). Run in C(C)N(CC)CC (triethylamine). The product is ClC1=NC(=C2N=CN(C2=N1)C1CCCC1)NCC1=CC=CC=C1 (2-Chloro-6-[benzylamino]-9-cyclopentylpurine). Reaction SMILES: [Cl:1][C:2]1[N:10]=[C:9]2[C:5]([N:6]=[CH:7][N:8]2[CH:11]2[CH2:15][CH2:14][CH2:13][CH2:12]2)=[C:4](Cl)[N:3]=1.[CH2:17]([NH2:24])[C:18]1[CH:23]=[CH:22][CH:21]=[CH:20][CH:19]=1>C(N(CC)CC)C>[Cl:1][C:2]1[N:10]=[C:9]2[C:5]([N:6]=[CH:7][N:8]2[CH:11]2[CH2:15][CH2:14][CH2:13][CH2:12]2)=[C:4]([NH:24][CH2:17][C:18]2[CH:23]=[CH:22][CH:21]=[CH:20][CH:19]=2)[N:3]=1. Procedure: 2-Chloro-6-[benzylamino]-9-cyclopentylpurine is prepared from 2,6-dichloro-9-cyclopentylpurine, benzylamine, and triethylamine essentially as described above in Example 1, Scheme A, step b.